Dataset: the Open Reaction Database (ORD), a public repository of structured organic reaction records. Task: describe an organic reaction: reactants, conditions, products, and yield The reactants are O (water), C[O-].[Na+] (Sodium methoxide), C(=O)OC (methyl formate), BrC1=CC=CC(=N1)OCC1=C(C=CC=C1)CC(=O)OC (methyl 2-(6-bromopyrid-2-yloxymethyl)phenylacetate). Solvent: C1(=CC=CC=C1)C (toluene). Yields the product BrC1=CC=CC(=N1)OCC1=C(C=CC=C1)/C(/C(=O)OC)=C\O ((E)-methyl 2-[2-(6-bromopyrid-2-yloxymethyl)phenyl]-3-hydroxyacrylate). The yield is 97.9%. As a reaction SMILES: C[O-].[Na+].[CH:4]([O:6][CH3:7])=[O:5].[Br:8][C:9]1[N:14]=[C:13]([O:15][CH2:16][C:17]2[CH:22]=[CH:21][CH:20]=[CH:19][C:18]=2[CH2:23][C:24](OC)=[O:25])[CH:12]=[CH:11][CH:10]=1.O>C1(C)C=CC=CC=1>[Br:8][C:9]1[N:14]=[C:13]([O:15][CH2:16][C:17]2[CH:22]=[CH:21][CH:20]=[CH:19][C:18]=2/[C:23](=[CH:24]\[OH:25])/[C:4]([O:6][CH3:7])=[O:5])[CH:12]=[CH:11][CH:10]=1 |f:0.1|. Procedure: Sodium methoxide (0.34 g, 6.0 mmol) and methyl formate (1 ml, 16 mmol) were added portionwise to a stirred solution of methyl 2-(6-bromopyrid-2-yloxymethyl)phenylacetate (0.8 g, 2.3 mmol) in dry toluene (10 ml) under a nitrogen atmosphere at room temperature. After 8 hours at room temperature the mixture was poured into water and extracted with ethyl acetate. The ethyl acetate extracts were washed with water, dried and the ethyl acetate removed to give (E)-methyl 2-[2-(6-bromopyrid-2-yloxymethyl...